This data is from the Open Reaction Database (ORD), a public repository of structured organic reaction records. The task is: describe an organic reaction: reactants, conditions, products, and yield Starting materials: COC(=O)C=CC=C(C)c1ccc(OC)cc1, CO, [Na+], [OH-]. The product is COc1ccc(C(C)=CC=CC(=O)O)cc1. Reaction SMILES: [CH3:1][O:2][C:3]([CH:4]=[CH:5][CH:6]=[C:7]([CH3:8])[c:9]1[cH:10][cH:11][c:12]([O:15][CH3:16])[cH:13][cH:14]1)=[O:17].[CH3:20][OH:21].[Na+:19].[OH-:18]>>[O:2]=[C:3]([CH:4]=[CH:5][CH:6]=[C:7]([CH3:8])[c:9]1[cH:10][cH:11][c:12]([O:15][CH3:16])[cH:13][cH:14]1)[OH:17]. Starting materials: CCCCCCCc1cnc(-c2ccc(O)c(F)c2F)nc1, CCC(C)=O, [K+], [K+], O=C([O-])[O-], CCCCCCC(F)COS(=O)(=O)c1ccc(C)cc1. Yields the product CCCCCCCc1cnc(-c2ccc(OCC(F)CCCCCC)c(F)c2F)nc1. RXN SMILES: [CH2:1]([CH2:2][CH2:3][CH2:4][CH2:5][CH2:6][CH3:7])[c:8]1[cH:9][n:10][c:11](-[c:14]2[c:15]([F:22])[c:16]([F:21])[c:17]([OH:20])[cH:18][cH:19]2)[n:12][cH:13]1.[CH2:49]([C:50]([CH3:51])=[O:52])[CH3:53].[K+:23].[K+:24].[O-:25][C:26]([O-:27])=[O:28].[O:29]([S:30]([c:31]1[cH:32][cH:33][c:34]([CH3:35])[cH:36][cH:37]1)(=[O:38])=[O:39])[CH2:40][CH:41]([CH2:42][CH2:43][CH2:44][CH2:45][CH2:46][CH3:47])[F:48]>>[CH2:1]([CH2:2][CH2:3][CH2:4][CH2:5][CH2:6][CH3:7])[c:8]1[cH:9][n:10][c:11](-[c:14]2[c:15]([F:22])[c:16]([F:21])[c:17]([O:20][CH2:40][CH:41]([CH2:42][CH2:43][CH2:44][CH2:45][CH2:46][CH3:47])[F:48])[cH:18][cH:19]2)[n:12][cH:13]1. Reactants: CN(C)CC1=C(C=C(C=C1)O)C (4-((Dimethylamino)methyl)-3-methylphenol), CS(=O)(=O)OC1CN(C1)C(=O)OC(C)(C)C (tert-butyl 3-[(methylsulfonyl)oxy]azetidine-1-carboxylate), O (Water), [H-].[Na+] (NaH). Run in CN(C)C=O (DMF), CN(C)C=O (DMF), CN(C)C=O (DMF). Reaction conditions: temperature 80 celsius, time 1 hour. Product: CN(C)CC1=C(C=C(OC2CN(C2)C(=O)OC(C)(C)C)C=C1)C (tert-Butyl 3-(4-((dimethylamino)methyl)-3-methylphenoxy)azetidine-1-carboxylate). The yield is 53.7%. As a reaction SMILES: [H-].[Na+].[CH3:3][N:4]([CH2:6][C:7]1[CH:12]=[CH:11][C:10]([OH:13])=[CH:9][C:8]=1[CH3:14])[CH3:5].CS(O[CH:20]1[CH2:23][N:22]([C:24]([O:26][C:27]([CH3:30])([CH3:29])[CH3:28])=[O:25])[CH2:21]1)(=O)=O.O>CN(C=O)C>[CH3:5][N:4]([CH2:6][C:7]1[CH:12]=[CH:11][C:10]([O:13][CH:20]2[CH2:21][N:22]([C:24]([O:26][C:27]([CH3:30])([CH3:29])[CH3:28])=[O:25])[CH2:23]2)=[CH:9][C:8]=1[CH3:14])[CH3:3] |f:0.1|. Procedure: A mixture of NaH (55-65% disp. in oil, 1.0 g, 23 mmol) in dry DMF (25 mL) under nitrogen was cooled by an ice-bath. A solution of 20A (2.9 g, 18 mmol) in DMF (20 mL) was added drop-wise over 10 minutes. The mixture was stirred for one hour and then tert-butyl 3-[(methylsulfonyl)oxy]azetidine-1-carboxylate (5.3 g, 21 mmol) in DMF (15 mL) was added. The mixture was heated to 80° C. over night and then cooled to RT. Water (200 mL) was added and the mixture was extracted three times with EtOAc (100 ... Reactants: ClCCl, O=C(OO)c1cccc(Cl)c1, OCCSCCC(F)(F)C(F)(F)C(F)(F)C(F)(F)F, [Na+], [Na+], O, O, O, O, O, O, O=S([O-])([O-])=S. Product: O=S(=O)(CCO)CCC(F)(F)C(F)(F)C(F)(F)C(F)(F)F. Reaction SMILES: [CH2:44]([Cl:45])[Cl:46].[Cl:20][c:21]1[cH:22][cH:23][cH:24][c:25]([C:26]([O:27][OH:28])=[O:29])[cH:30]1.[F:1][C:2]([CH2:3][CH2:4][S:5][CH2:6][CH2:7][OH:8])([C:9]([C:10]([C:11]([F:12])([F:13])[F:14])([F:15])[F:16])([F:17])[F:18])[F:19].[Na+:41].[Na+:42].[OH2:31].[OH2:32].[OH2:33].[OH2:34].[OH2:35].[OH2:43].[S:36]([O-:37])([O-:38])(=[O:39])=[S:40]>>[F:1][C:2]([CH2:3][CH2:4][S:5]([CH2:6][CH2:7][OH:8])(=[O:31])=[O:32])([C:9]([C:10]([C:11]([F:12])([F:13])[F:14])([F:15])[F:16])([F:17])[F:18])[F:19]. Reactants: C(C1=CC=CC=C1)ON=C(C(=O)O)C(C)=NOC (2-benzyloxyimino-3-methoxyiminobutyric acid), S(=O)(Cl)Cl (thionyl chloride), O (water), ice, CNC (dimethylamine). Reagents/catalysts: CN(C=O)C (N,N-dimethylformamide). Solvent: C1(=CC=CC=C1)C (toluene). Run at temperature 60 celsius, time 1 hour. The product is C(C1=CC=CC=C1)ON=C(C(=O)N(C)C)C(C)=NOC (2-benzyloxyimino-3-methoxyimino-N,N-dimethylbutyramide). Isolated yield 53.0%. As a reaction SMILES: [CH2:1]([O:8][N:9]=[C:10]([C:14](=[N:16][O:17][CH3:18])[CH3:15])[C:11](O)=[O:12])[C:2]1[CH:7]=[CH:6][CH:5]=[CH:4][CH:3]=1.S(Cl)(Cl)=O.[CH3:23][NH:24][CH3:25].O>C1(C)C=CC=CC=1.CN(C)C=O>[CH2:1]([O:8][N:9]=[C:10]([C:14](=[N:16][O:17][CH3:18])[CH3:15])[C:11]([N:24]([CH3:25])[CH3:23])=[O:12])[C:2]1[CH:7]=[CH:6][CH:5]=[CH:4][CH:3]=1. Procedure details: To a solution of 0.9 g (3.6 mmol) of 2-benzyloxyimino-3-methoxyiminobutyric acid in 15 ml of toluene, 0.5 g (4.0 mmol) of thionyl chloride and one drop of N,N-dimethylformamide were added and the mixture was stirred for 1 hour at 60° C. After cooling with an ice, 5 ml of 50% dimethylamine solution was added and the mixture was stirred for 0.5 hour at room temperature. 30 ml of water was added and the mixture was extracted three times with 50 ml of diethylether. After washing with water and a sat... Reactants: C(#N)C1=CC=C(C=C1)C1=CC=C(N=N1)Cl (6-(p-cyanophenyl)-3-chloropyridazine), CNN (methylhydrazine), C(CCC)O (n-butanol). The product is C(#N)C1=CC=C(C=C1)C1=C(C=C(N=N1)N(N)C)C (6-(p-cyanophenyl)-5-methyl-3-(1-methylhydrazino)pyridazine). As a reaction SMILES: [C:1]([C:3]1[CH:8]=[CH:7][C:6]([C:9]2[N:14]=[N:13][C:12](Cl)=[CH:11][CH:10]=2)=[CH:5][CH:4]=1)#[N:2].[CH3:16][NH:17][NH2:18].[CH2:19](O)CCC>>[C:1]([C:3]1[CH:8]=[CH:7][C:6]([C:9]2[N:14]=[N:13][C:12]([N:17]([CH3:16])[NH2:18])=[CH:11][C:10]=2[CH3:19])=[CH:5][CH:4]=1)#[N:2]. Procedure: A mixture of 7.5 g. of 6-(p-cyanophenyl)-3-chloropyridazine, 3.5 g. of methylhydrazine and 75 ml. of n-butanol is refluxed for 3 hours. The mixture is cooled and filtered to give the product. Recrystallization from dioxane gives 6-(p-cyanophenyl)-5-methyl-3-(1-methylhydrazino)pyridazine as tan crystals, m.p. 149°-152° C. The reactants are O=C(O)CC(=O)N1CCN(C(=O)c2ccccc2Br)CC1, CCN=C=NCCCN(C)C, CN(C)c1ccncc1, CN(C)C=O, O, On1nnc2ccccc21, Nc1ccc(-c2ccccc2)cn1. Yields the product O=C(CC(=O)N1CCN(C(=O)c2ccccc2Br)CC1)Nc1ccc(-c2ccccc2)cn1. RXN SMILES: [Br:1][c:2]1[c:3]([C:4](=[O:5])[N:6]2[CH2:7][CH2:8][N:9]([C:12]([CH2:13][C:14](=[O:15])[OH:16])=[O:17])[CH2:10][CH2:11]2)[cH:18][cH:19][cH:20][cH:21]1.[CH3:22][CH2:23][N:24]=[C:25]=[N:26][CH2:27][CH2:28][CH2:29][N:30]([CH3:31])[CH3:32].[CH3:56][N:57]([c:58]1[cH:59][cH:60][n:61][cH:62][cH:63]1)[CH3:64].[O:65]=[CH:66][N:67]([CH3:68])[CH3:69].[OH2:70].[OH:33][n:34]1[c:35]2[c:36]([cH:37][cH:38][cH:39][cH:40]2)[n:41][n:42]1.[c:43]1(-[c:49]2[cH:50][cH:51][c:52]([NH2:55])[n:53][cH:54]2)[cH:44][cH:45][cH:46][cH:47][cH:48]1>>[Br:1][c:2]1[c:3]([C:4](=[O:5])[N:6]2[CH2:7][CH2:8][N:9]([C:12]([CH2:13][C:14](=[O:16])[NH:55][c:52]3[cH:51][cH:50][c:49](-[c:43]4[cH:44][cH:45][cH:46][cH:47][cH:48]4)[cH:54][n:53]3)=[O:17])[CH2:10][CH2:11]2)[cH:18][cH:19][cH:20][cH:21]1.